From a dataset of the Open Reaction Database (ORD), a public repository of structured organic reaction records. describe an organic reaction: reactants, conditions, products, and yield As a reaction SMILES: [CH3:2][N:3]([CH2:4][CH:5]=[CH:6][C:7](=[O:8])[OH:9])[CH3:10].[CH3:41][C:42]#[N:43].[Cl:44][CH2:45][Cl:46].[ClH:1].[NH2:16][c:17]1[c:18]2[n:19](-[c:34]3[cH:35][cH:36][c:37]([Cl:40])[cH:38][cH:39]3)[c:20](=[O:33])[n:21](-[c:26]3[cH:27][c:28]([NH2:32])[cH:29][cH:30][cH:31]3)[c:22]2[n:23][cH:24][n:25]1.[O:11]=[CH:12][N:13]([CH3:14])[CH3:15]>>[CH3:2][N:3]([CH2:4][CH:5]=[CH:6][C:7](=[O:8])[NH:32][c:28]1[cH:27][c:26](-[n:21]2[c:20](=[O:33])[n:19](-[c:34]3[cH:35][cH:36][c:37]([Cl:40])[cH:38][cH:39]3)[c:18]3[c:17]([NH2:16])[n:25][cH:24][n:23][c:22]32)[cH:31][cH:30][cH:29]1)[CH3:10]. The product is CN(C)CC=CC(=O)Nc1cccc(-n2c(=O)n(-c3ccc(Cl)cc3)c3c(N)ncnc32)c1. Starting materials: CN(C)CC=CC(=O)O, CC#N, ClCCl, Cl, Nc1cccc(-n2c(=O)n(-c3ccc(Cl)cc3)c3c(N)ncnc32)c1, CN(C)C=O. Run at temperature 105 celsius, time 8 hour. Reported procedure: To a solution of 2-(4-acetoxy-3,5-diisopropylbenzylidene)-4-cyanomethyl-3,4-dihydro-3-oxo-2H-1,4-benzothiazine (compound No. 1-3, 0.47 g) in dimethylformaldehyde (5 ml), sodium azide (0.21 g) and ammonium chloride (0.17 g) were added. The mixture was stirred overnight at 105° C. under a nitrogen atmosphere. To acidify the mixture, 1N hydrochloric acid was added. Saturated sodium chloride solution was added to the mixture and the whole was extracted with ethyl acetate. The organic layer was dried... Product: OC1=C(C=C(C=C2SC3=C(N(C2=O)CC2=NN=NN2)C=CC=C3)C=C1C(C)C)C(C)C (3,4-Dihydro-2-(4-hydroxy-3,5diisopropylbenzylidene)-3-oxo-4(1H-tetrazol-5-ylmethyl)-2H-1,4-benzothiazine). Run in CC(=O)C (dimethylformaldehyde). Reaction SMILES: C([O:4][C:5]1[C:25]([CH:26]([CH3:28])[CH3:27])=[CH:24][C:8]([CH:9]=[C:10]2[C:15](=[O:16])[N:14]([CH2:17][C:18]#[N:19])[C:13]3[CH:20]=[CH:21][CH:22]=[CH:23][C:12]=3[S:11]2)=[CH:7][C:6]=1[CH:29]([CH3:31])[CH3:30])(=O)C.[N-:32]=[N+:33]=[N-:34].[Na+].[Cl-].[NH4+].Cl.[Cl-].[Na+]>CC(C)=O>[OH:4][C:5]1[C:6]([CH:29]([CH3:31])[CH3:30])=[CH:7][C:8]([CH:9]=[C:10]2[C:15](=[O:16])[N:14]([CH2:17][C:18]3[NH:34][N:33]=[N:32][N:19]=3)[C:13]3[CH:20]=[CH:21][CH:22]=[CH:23][C:12]=3[S:11]2)=[CH:24][C:25]=1[CH:26]([CH3:28])[CH3:27] |f:1.2,3.4,6.7|. Isolated yield 76.4%. Starting materials: C(C)(=O)OC1=C(C=C(C=C2SC3=C(N(C2=O)CC#N)C=CC=C3)C=C1C(C)C)C(C)C (2-(4-acetoxy-3,5-diisopropylbenzylidene)-4-cyanomethyl-3,4-dihydro-3-oxo-2H-1,4-benzothiazine), Cl (hydrochloric acid), [Cl-].[Na+] (sodium chloride), [N-]=[N+]=[N-].[Na+] (sodium azide), [Cl-].[NH4+] (ammonium chloride). The reactants are ClC(COC(C1=C(C=CC=C1)CSC1=CC(=CC=C1)CC(=O)OCC1=CC=C(C=C1)C(F)(F)F)=O)(Cl)Cl (2-[3-(4-trifluoromethyl-benzyloxycarbonylmethyl)-phenylsulfanylmethyl]-benzoic acid 2,2,2-trichloro-ethyl ester), C(Cl)Cl (DCM), ClC(COC(C1=C(C=CC=C1)CSC1=CC(=CC=C1)CC(=O)O)=O)(Cl)Cl (2-(3-carboxymethyl-phenylsulfanylmethyl)-benzoic acid 2,2,2-trichloro-ethyl ester), FC(C1=CC=C(C=C1)C(C)O)(F)F (1-(4-trifluoromethyl-phenyl)-ethanol). Reagents/catalysts: CN(C)C=1C=CN=CC1 (DMAP). The solvent is CCOC(=O)C (EtOAc), CCCCCCC (heptane). The product is ClC(COC(C1=C(C=CC=C1)CSC1=CC(=CC=C1)CC(=O)OCCC1=CC=C(C=C1)C(F)(F)F)=O)(Cl)Cl (2-{3-[2-(4-Trifluoromethyl-phenyl)-ethoxycarbonylmethyl]phenylsulfanylmethyl}-benzoic acid 2,2,2-trichloro-ethyl ester). Isolated yield 68.0%. RXN SMILES: [Cl:1][C:2]([Cl:37])([Cl:36])[CH2:3][O:4][C:5](=[O:35])[C:6]1[CH:11]=[CH:10][CH:9]=[CH:8][C:7]=1[CH2:12][S:13][C:14]1[CH:19]=[CH:18][CH:17]=[C:16]([CH2:20][C:21]([O:23]CC2C=CC(C(F)(F)F)=CC=2)=[O:22])[CH:15]=1.ClC(Cl)(Cl)COC(=O)C1C=CC=CC=1CSC1C=CC=C(CC(O)=O)C=1.[F:64][C:65]([F:76])([F:75])[C:66]1[CH:71]=[CH:70][C:69]([CH:72](O)[CH3:73])=[CH:68][CH:67]=1.C(Cl)Cl>CN(C1C=CN=CC=1)C.CCCCCCC.CCOC(C)=O>[Cl:1][C:2]([Cl:36])([Cl:37])[CH2:3][O:4][C:5](=[O:35])[C:6]1[CH:11]=[CH:10][CH:9]=[CH:8][C:7]=1[CH2:12][S:13][C:14]1[CH:19]=[CH:18][CH:17]=[C:16]([CH2:20][C:21]([O:23][CH2:73][CH2:72][C:69]2[CH:68]=[CH:67][C:66]([C:65]([F:64])([F:75])[F:76])=[CH:71][CH:70]=2)=[O:22])[CH:15]=1. Procedure: The titled compound was prepared according to the method described for 2-[3-(4-trifluoromethyl-benzyloxycarbonylmethyl)-phenylsulfanylmethyl]-benzoic acid 2,2,2-trichloro-ethyl ester above from 2-(3-carboxymethyl-phenylsulfanylmethyl)-benzoic acid 2,2,2-trichloro-ethyl ester (168 mg, 0.387 mmol), 1-(4-trifluoromethyl-phenyl)-ethanol (88 mg, 0.465 mmol), EDCxHCl (111 mg, 0.581 mmol), DMAP (4.7 mg, 0.039 mmol) and DCM (4 mL). The crude was submitted to flash chromatography using heptane and EtOAc ...